From a dataset of the Open Reaction Database (ORD), a public repository of structured organic reaction records. describe an organic reaction: reactants, conditions, products, and yield Reactants: FC1=CC=C(C(=O)Cl)C=C1 (4-fluorobenzoyl chloride), CN(C)C1CCCCC1 (N,N-dimethylcyclohexylamine), 17.1, ClC=1C=CC=C(C1C(=O)O)N (6-chloroanthranilic acid). The solvent is C(C)(=O)OCC (ethyl acetate), C(C)(=O)OCC (ethyl acetate). Conditions: temperature 30 celsius, time 20 minute. Yields the product FC1=CC=C(C(=O)NC=2C(C(=O)O)=C(C=CC2)Cl)C=C1 (N-(4'-fluorobenzoyl)-6-chloroanthranilic acid). RXN SMILES: [F:1][C:2]1[CH:10]=[CH:9][C:5]([C:6](Cl)=[O:7])=[CH:4][CH:3]=1.CN(C1CCCCC1)C.[Cl:20][C:21]1[CH:22]=[CH:23][CH:24]=[C:25]([NH2:30])[C:26]=1[C:27]([OH:29])=[O:28]>C(OCC)(=O)C>[F:1][C:2]1[CH:10]=[CH:9][C:5]([C:6]([NH:30][C:25]2[C:26](=[C:21]([Cl:20])[CH:22]=[CH:23][CH:24]=2)[C:27]([OH:29])=[O:28])=[O:7])=[CH:4][CH:3]=1. Procedure details: 17.5 parts of 4-fluorobenzoyl chloride and 14 parts of N,N-dimethylcyclohexylamine are introduced simultaneously, from 2 feeds, into a solution of 17.1 parts of 6-chloroanthranilic acid in 230 parts of ethyl acetate at from 10° to 20° C., and the mixture is then stirred for 20 minutes at 30° C. Thereafter, the reaction mixture is washed once with 1 N hydrochloric acid and then with water, a colorless precipitate being formed. The latter is dissolved in ethyl acetate, and the organic phase is aga... Reactants: COC(C1=CC=C(C=C1)C=O)=O (4-formyl-benzoic acid methyl ester), [N+](#[C-])C(C)S(=O)(=O)C1=CC=C(C=C1)C (1-(1-isocyano-ethanesulfonyl)-4-methyl-benzene), C([O-])([O-])=O.[K+].[K+] (potassium carbonate). Solvent: CO (methanol). Product: COC(C1=CC=C(C=C1)C1=C(N=CO1)C)=O (4-(4-Methyl-oxazol-5-yl)-benzoic acid methyl ester). As a reaction SMILES: [CH3:1][O:2][C:3](=[O:12])[C:4]1[CH:9]=[CH:8][C:7]([CH:10]=[O:11])=[CH:6][CH:5]=1.[N+:13]([CH:15](S(C1C=CC(C)=CC=1)(=O)=O)[CH3:16])#[C-:14].C(=O)([O-])[O-].[K+].[K+]>CO>[CH3:1][O:2][C:3](=[O:12])[C:4]1[CH:9]=[CH:8][C:7]([C:10]2[O:11][CH:14]=[N:13][C:15]=2[CH3:16])=[CH:6][CH:5]=1 |f:2.3.4|. Reported procedure: A mixture of 4-formyl-benzoic acid methyl ester (2.50 g), 1-(1-isocyano-ethanesulfonyl)-4-methyl-benzene (3.19 g), and potassium carbonate (2.76 g) in methanol (50 mL) is heated to reflux for 2 h. After cooling to room temperature, the mixture is poured onto water and extracted with dichloromethane. The organic phase is washed with water, dried over Na2SO4 and concentrated in vacuo. The residue is chromatographed on silica gel (dichloromethane/methanol 40:1) to afford the title compound. LC (met... Starting materials: C([O-])([O-])=O.[K+].[K+] (potassium carbonate), Cl.COC(=O)[C@@H]1NC2=CC(=CC(=C2[C@H](C1)N)Cl)Cl (trans-2-methoxycarbonyl-5,7-dichloro-4-amino-1,2,3,4-tetrahydroquinoline hydrochloride), C1(CCC(=O)O1)=O (succinic anhydride). The solvent is C(C)(=O)OCC (ethyl acetate). Yields the product COC(=O)[C@@H]1NC2=CC(=CC(=C2[C@H](C1)NC(=O)CCC(=O)O)Cl)Cl (trans-2-methoxycarbonyl-5,7-dichloro-4-(2-carboxyethyl)carbonylamino-1,2,3,4-tetrahydroquinoline). As a reaction SMILES: Cl.[CH3:2][O:3][C:4]([C@H:6]1[CH2:15][C@H:14]([NH2:16])[C:13]2[C:8](=[CH:9][C:10]([Cl:18])=[CH:11][C:12]=2[Cl:17])[NH:7]1)=[O:5].C(=O)([O-])[O-].[K+].[K+].[C:25]1(=[O:31])[O:30][C:28](=[O:29])[CH2:27][CH2:26]1>C(OCC)(=O)C>[CH3:2][O:3][C:4]([C@H:6]1[CH2:15][C@H:14]([NH:16][C:25]([CH2:26][CH2:27][C:28]([OH:30])=[O:29])=[O:31])[C:13]2[C:8](=[CH:9][C:10]([Cl:18])=[CH:11][C:12]=2[Cl:17])[NH:7]1)=[O:5] |f:0.1,2.3.4|. Procedure: To a suspension of trans-2-methoxycarbonyl-5,7-dichloro-4-amino-1,2,3,4-tetrahydroquinoline hydrochloride (Example 9a) (225 mg, 0.819 mmol) in ethyl acetate (50 ml) was added a solution of potassium carbonate (50 ml). The mixture was shaken until no solid remained (5 min). The organic layer was retained and washed with brine (50 ml) before drying (Na2SO4). The solvent was removed in vacuo. The residue was redissolved in xylene (20 ml) and succinic anhydride (90 mg, 0.901 mmol) was added. The mix... The reactants are C(C)(C)(C)C1=CC(=NO1)N (5-tert-Butyl-3-aminoisoxazole), C1CCC2=NCCCN2CC1 (DBU), O=C1C=2N(CCCN1)C1=C(C2)C=CC(=N1)C(=O)O (6-oxo-7,8,9,10-tetrahydro-6H-pyrido[3′,2′:4,5]pyrrolo[1,2-a][1,4]diazepine-2-carboxylic acid), O=C1C=2N(CCCN1)C1=C(C2)C=CC(=N1)C(=O)O (6-oxo-7,8,9,10-tetrahydro-6H-pyrido[3′,2′:4,5]pyrrolo[1,2-a][1,4]diazepine-2-carboxylic acid), C(=O)(N1C=NC=C1)N1C=NC=C1 (1,1′-carbonyldiimidazole). Run in C1CCOC1 (THF), CN1CCCC1=O (NMP). Reaction conditions: temperature 60 celsius, time 1 hour. Yields the product C(C)(C)(C)C1=CC(=NO1)NC(=O)C=1C=CC=2C=C3N(CCCNC3=O)C2N1 (N-(5-tert-Butyl-1,2-oxazol-3-yl)-6-oxo-7,8,9,10-tetrahydro-6H-pyrido[3′,2′:4,5]pyrrolo[1,2-a][1,4]diazepine-2-carboxamide). Isolated yield 11.7%. RXN SMILES: [O:1]=[C:2]1[NH:8][CH2:7][CH2:6][CH2:5][N:4]2[C:9]3[N:15]=[C:14]([C:16]([OH:18])=O)[CH:13]=[CH:12][C:10]=3[CH:11]=[C:3]12.C(N1C=CN=C1)(N1C=CN=C1)=O.[C:31]([C:35]1[O:39][N:38]=[C:37]([NH2:40])[CH:36]=1)([CH3:34])([CH3:33])[CH3:32].C1CCN2C(=NCCC2)CC1>C1COCC1.CN1C(=O)CCC1>[C:31]([C:35]1[O:39][N:38]=[C:37]([NH:40][C:16]([C:14]2[CH:13]=[CH:12][C:10]3[CH:11]=[C:3]4[C:2](=[O:1])[NH:8][CH2:7][CH2:6][CH2:5][N:4]4[C:9]=3[N:15]=2)=[O:18])[CH:36]=1)([CH3:34])([CH3:33])[CH3:32]. Reported procedure: To a solution of 6-oxo-7,8,9,10-tetrahydro-6H-pyrido[3′,2′:4,5]pyrrolo[1,2-a][1,4]diazepine-2-carboxylic acid (Intermediate E, 35 mg, 0.14 mmol) in THF (2 mL) and NMP (0.5 mL) is added 1,1′-carbonyldiimidazole (58 mg, 0.36 mmol). The mixture is stirred at 60° C. for 1 h and is then cooled to room temperature. 5-tert-Butyl-3-aminoisoxazole (80 mg, 0.57 mmol) and DBU (53 μL, 0.36 mmol) are added and the mixture is stirred at 60° C. for 16 h. The mixture is cooled to room temperature and the THF is... The reactants are CC(=O)O, CC(C)(C)[Si](C)(C)OCC(=O)N1CC(F)CC1C#N, C1CCOC1, O. Product: N#CC1CC(F)CN1C(=O)CO. Reaction SMILES: [CH3:21][C:22](=[O:23])[OH:24].[F:1][CH:2]1[CH2:3][CH:4]([C:18]#[N:19])[N:5]([C:7]([CH2:8][O:9][Si:10]([C:11]([CH3:12])([CH3:13])[CH3:14])([CH3:15])[CH3:16])=[O:17])[CH2:6]1.[O:25]1[CH2:26][CH2:27][CH2:28][CH2:29]1.[OH2:20]>>[F:1][CH:2]1[CH2:3][CH:4]([C:18]#[N:19])[N:5]([C:7]([CH2:8][OH:9])=[O:17])[CH2:6]1. RXN SMILES: [CH2:1]1[C:9]2[C:4](=[CH:5][CH:6]=[CH:7][CH:8]=2)[CH:3]=[CH:2]1.[CH2:10]([Li])[CH2:11][CH2:12][CH3:13].Br[CH:16](Br)[CH3:17].O>O1CCCC1>[CH:1]1([CH2:13][CH2:12][CH:11]2[C:10]3[C:1](=[CH:2][CH:3]=[CH:16][CH:17]=3)[CH:9]=[CH:8]2)[C:9]2[C:4](=[CH:5][CH:6]=[CH:7][CH:8]=2)[CH:3]=[CH:2]1. The yield is 51.6%. Solvent: O1CCCC1 (tetrahydrofuran), O1CCCC1 (tetrahydrofuran). Procedure: Into a 2 liter two-necked round-bottomed flask, 50 g of indene (437 mmol) were dissolved under inert atmosphere with 500 ml of tetrahydrofuran and were cooled to −78°C. By slow dropping (1 hour) 175 ml of n-butyllithium (2.5M in hexane, 437.5 mmol) were added. The mixture was allowed to heat up to room temperature and was kept under stirring for 4 hours. It was cooled to −78° C. and 40.42 g of dibromoethane (215 mmol) dissolved in 100 ml of tetrahydrofuran were dropped (within 20 minutes). After... Product: C1(C=CC2=CC=CC=C12)CCC1C=CC2=CC=CC=C12 (1.2-bisindenylethane). Conditions: temperature -78 celsius, time 4 hour. Starting materials: O (water), C1C=CC2=CC=CC=C12 (indene), C(CCC)[Li] (n-butyllithium), BrC(C)Br (dibromoethane). Run in Cl (hydrochloric acid). Reaction conditions: time 1.5 hour. Reported procedure: A mixture of 172 g of α-methyl-allylidene diacetate and 160 g of p-tert.amyl-benzene is allowed to drop in to a mixture, cooled to -10° C., of 637 g of p-tert.amyl-benzene, 211 g of titanium tetrachloride and 3 g of boron trifluoride etherate while stirring over a period of 1.5 hours. The mixture is subsequently stirred at -10° C. for 45 minutes and then poured on to a mixture of 800 ml of ice-water and 140 ml of concentrated hydrochloric acid in order to hydrolyse the titanium tetrachloride. Th... Reagents/catalysts: [Ti](Cl)(Cl)(Cl)Cl (titanium tetrachloride), [Ti](Cl)(Cl)(Cl)Cl (titanium tetrachloride). Reactants: C(C)(=O)OC(C=C)(C)OC(C)=O (α-methyl-allylidene diacetate), C(C)(C)(CC)C1=CC=CC=C1 (p-tert.amyl-benzene), ice water, C(C)(C)(CC)C1=CC=CC=C1 (p-tert.amyl-benzene), B(F)(F)F.CCOCC (boron trifluoride etherate). Reaction SMILES: C(O[C:5]([O:9]C(=O)C)(C)[CH:6]=[CH2:7])(=O)C.[C:13]([C:18]1[CH:23]=[CH:22][CH:21]=[CH:20][CH:19]=1)([CH2:16][CH3:17])([CH3:15])[CH3:14].B(F)(F)F.[CH3:28]COCC>[Ti](Cl)(Cl)(Cl)Cl.Cl>[C:13]([C:18]1[CH:19]=[CH:20][C:21]([CH2:28][CH:5]([CH3:9])[CH:6]=[O:7])=[CH:22][CH:23]=1)([CH2:16][CH3:17])([CH3:14])[CH3:15] |f:2.3|. Yields the product C(C)(C)(CC)C1=CC=C(C=C1)CC(C=O)C (3-(p-tert.amyl-phenyl)-2-methyl-propionaldehyde). Reactants: ClC=1C=CC2=C(SC(C(CO2)=O)C(=O)OC)C1 (Methyl 7-chloro-3-oxo-3,4-dihydro-2H-1,5-benzoxathiepin-4-carboxylate), C1(=CC=CC=C1)N1CCN(CC1)CCCCl (3-(4-phenylpiperazin-1-yl)propylchloride). The product is ClC=1C=CC2=C(SC(C(CO2)=O)(C(=O)OC)CCCN2CCN(CC2)C2=CC=CC=C2)C1 (methyl 7-chloro-3-oxo-4-[3-(4-phenylpiperazin-1-yl)propyl]-3,4-dihydro-2H-1,5-benzoxathiepin-4-carboxylate). Reaction SMILES: [Cl:1][C:2]1[CH:3]=[CH:4][C:5]2[O:11][CH2:10][C:9](=[O:12])[CH:8]([C:13]([O:15][CH3:16])=[O:14])[S:7][C:6]=2[CH:17]=1.[C:18]1([N:24]2[CH2:29][CH2:28][N:27]([CH2:30][CH2:31][CH2:32]Cl)[CH2:26][CH2:25]2)[CH:23]=[CH:22][CH:21]=[CH:20][CH:19]=1>>[Cl:1][C:2]1[CH:3]=[CH:4][C:5]2[O:11][CH2:10][C:9](=[O:12])[C:8]([CH2:32][CH2:31][CH2:30][N:27]3[CH2:28][CH2:29][N:24]([C:18]4[CH:23]=[CH:22][CH:21]=[CH:20][CH:19]=4)[CH2:25][CH2:26]3)([C:13]([O:15][CH3:16])=[O:14])[S:7][C:6]=2[CH:17]=1. Procedure details: Methyl 7-chloro-3-oxo-3,4-dihydro-2H-1,5-benzoxathiepin-4-carboxylate is alkylated with 3-(4-phenylpiperazin-1-yl)propylchloride in the same manner as described in Example 1 to give methyl 7-chloro-3-oxo-4-[3-(4-phenylpiperazin-1-yl)propyl]-3,4-dihydro-2H-1,5-benzoxathiepin-4-carboxylate which is isolated as the hydrochloride [(white crystals), mp, 197°-199° C⟧ Reactants: polyester polyols, [OH-].[K+] (KOH), C1CN1 (P1000), C(O)C(CC)(CO)CO (trimethylolpropane), polyester polyol, [OH-].[K+] (KOH), C1CC(C1)(C(=O)O)N (ACBC), [OH-].[K+] (KOH), [OH-].[K+] (KOH), C1CC(C1)(C(=O)O)N (ACBC), [OH-].[K+] (KOH), [OH-].[K+] (KOH), [OH-].[K+] (KOH), polyisocyanate, [OH-].[K+] (KOH). Product: C(O)C(C(=O)O)(C)CO (2,2-dimethylol propionic acid). Reaction SMILES: C1CC(N)(C(O)=[O:6])C1.[OH-].[K+].C1NC1.[CH2:14]([C:16]([CH2:21][OH:22])([CH2:19][OH:20])[CH2:17]C)[OH:15]>>[CH2:14]([C:16]([CH2:21][OH:22])([CH3:17])[C:19]([OH:6])=[O:20])[OH:15] |f:1.2|. Procedure: Examples of polyester polyols selected for the ACBC layer, and, in embodiments, for reaction with the polyisocyanate are known, and can be obtained from Perstorp Specialty Chemicals (Perstorp, Sweden) as BOLTORN® P500 (OH value of 560 to 630 milligram KOH/gram, Mw (GPC)=1,800), P1000 (OH value of 430 to 490 mg KOH/grams, Mw (GPC)=1,500), H20 (OH value of 490 to 520 mg KOH/grams, Mw (GPC)=2,100, Tg=25° C.), H2003 (OH value of 280 to 310 mg KOH/grams, Mw (GPC)=2,500, Tg=−5° C.), H2004 (OH value of...